This data is from the Open Reaction Database (ORD), a public repository of structured organic reaction records. The task is: describe an organic reaction: reactants, conditions, products, and yield Reactants: C(C)(=O)OCC (ethyl acetate), C(OC1=C(C=C(C(=C1)[N+](=O)[O-])F)C1(CCCCC1)C)(OC)=O (4-fluoro-2-(1-methylcyclohexyl)-5-nitrophenyl methyl carbonate), C(=O)[O-].[NH4+] (ammonium formate). Reagents/catalysts: [Pd] (Pd/C). Run in CO (CH3OH). The product is C(OC1=C(C=C(C(=C1)N)F)C1(CCCCC1)C)(OC)=O (5-amino-4-fluoro-2-(1-methylcyclohexyl)phenyl methyl carbonate). The yield is 82.1%. As a reaction SMILES: [C:1](=[O:22])([O:20][CH3:21])[O:2][C:3]1[CH:8]=[C:7]([N+:9]([O-])=O)[C:6]([F:12])=[CH:5][C:4]=1[C:13]1([CH3:19])[CH2:18][CH2:17][CH2:16][CH2:15][CH2:14]1.C([O-])=O.[NH4+].C(OCC)(=O)C>CO.[Pd]>[C:1](=[O:22])([O:20][CH3:21])[O:2][C:3]1[CH:8]=[C:7]([NH2:9])[C:6]([F:12])=[CH:5][C:4]=1[C:13]1([CH3:19])[CH2:18][CH2:17][CH2:16][CH2:15][CH2:14]1 |f:1.2|. Procedure: To a solution of 4-fluoro-2-(1-methylcyclohexyl)-5-nitrophenyl methyl carbonate 24.1 g, 77.5 mmol) in 220 mL of CH3OH was added Pd/C 10%, 9.6 g, then ammonium formate (26.7 g, 445 mmol) was portion-wise added to the above reaction mixture at room temperature until starting material is consumed. The mixture was filtrated and the filtrate was evaporated under vacuum. The residue was purified by column chromatography on silica gel diluted with hexane:ethyl acetate=50:1 to give 5-amino-4-fluoro-2-(1... Starting materials: C(C)(C)C=1NC2=C(N1)C=C(C=C2C(=O)OC)N (2-isopropyl-4-methoxycarbonyl-6-aminobenzimidazole), C(C)(C)(C)OC(=O)N1CCC(CC1)=O (N-tert-butoxycarbonyl-4-piperidone), CO.C(C)(=O)O (methanol acetic acid). Conditions: time 1 hour. Product: C(C)(C)C=1NC2=C(N1)C=C(C=C2C(=O)OC)N(C(=O)OC(C)(C)C)C2CCNCC2 (2-isopropyl-4-methoxycarbonyl-6-(N-(tert-butoxycarbonyl)piperidin-4-ylamino)benzimidazole). Reaction SMILES: [CH:1]([C:4]1[NH:5][C:6]2[C:12]([C:13]([O:15][CH3:16])=[O:14])=[CH:11][C:10]([NH2:17])=[CH:9][C:7]=2[N:8]=1)([CH3:3])[CH3:2].[C:18]([O:22][C:23](N1CCC(=O)CC1)=[O:24])([CH3:21])([CH3:20])[CH3:19].CO.[C:34](O)(=O)[CH3:35]>>[CH:1]([C:4]1[NH:5][C:6]2[C:12]([C:13]([O:15][CH3:16])=[O:14])=[CH:11][C:10]([N:17]([CH:35]3[CH2:34][CH2:6][NH:5][CH2:4][CH2:1]3)[C:23]([O:22][C:18]([CH3:21])([CH3:20])[CH3:19])=[O:24])=[CH:9][C:7]=2[N:8]=1)([CH3:3])[CH3:2] |f:2.3|. Procedure: To 2-isopropyl-4-methoxycarbonyl-6-aminobenzimidazole in methanol/acetic acid (300 mL, 2:1, v/v) was added N-tert-butoxycarbonyl-4-piperidone (80 g), followed by NaCNBH4 (9 g) at ambient temperature. After stirring at ambient temperature for 1 hour the solvents were removed and the resulting residue was worked up between ethyl acetate and H2O. The organic layer was dried, concentrated, and purified by silica gel chromatography (hexane/ethyl acetate/CH2Cl2 /methanol, gradient) to afford 2-isoprop... Starting materials: Cl.Cl.FC1=C(C=CC(=C1)F)[C@]([C@@H](C)S(=O)(=O)N1CCNCC1)(CN1N=CN=C1)O (1-[(2R,3R)-3-(2,4-difluorophenyl)-3-hydroxy-4-(1H-1,2,4-triazol-1-yl)-2-butylsulfonyl]piperazine.dihydrochloride), Cl.Cl.FC1=C(C=CC(=C1)F)[C@]([C@@H](C)S(=O)(=O)N1CCNCC1)(CN1N=CN=C1)O (1-[(2R,3R)-3-(2,4-difluorophenyl)-3-hydroxy-4-(1H-1,2,4-triazol-1-yl)-2-butylsulfonyl]piperazine.dihydrochloride), Cl.ClCC1=NN=CN1C (3-chloromethyl-4-methyl-4H1,2,4-triazole.hydrochloride), C[O-].[Na+] (sodium methylate). The solvent is CO (methanol), CO (methanol). Reaction conditions: temperature 70 celsius. Yields the product FC1=C(C=CC(=C1)F)[C@]([C@@H](C)S(=O)(=O)N1CCN(CC1)CC1=NN=CN1C)(CN1N=CN=C1)O (1-[(2R,3R)-3-(2,4-difluorophenyl)-3-hydroxy-4-(1H-1, 2,4-triazol-1-yl)-2-butylsulfonyl]-4-(4-methyl-4H-1,2,4-triazol-3-ylmethyl) piperazine). The yield is 25.8%. Reaction SMILES: Cl.Cl.[F:3][C:4]1[CH:9]=[C:8]([F:10])[CH:7]=[CH:6][C:5]=1[C@@:11]([OH:29])([CH2:23][N:24]1[CH:28]=[N:27][CH:26]=[N:25]1)[C@H:12]([S:14]([N:17]1[CH2:22][CH2:21][NH:20][CH2:19][CH2:18]1)(=[O:16])=[O:15])[CH3:13].Cl.Cl[CH2:32][C:33]1[N:37]([CH3:38])[CH:36]=[N:35][N:34]=1.C[O-].[Na+]>CO>[F:3][C:4]1[CH:9]=[C:8]([F:10])[CH:7]=[CH:6][C:5]=1[C@@:11]([OH:29])([CH2:23][N:24]1[CH:28]=[N:27][CH:26]=[N:25]1)[C@H:12]([S:14]([N:17]1[CH2:22][CH2:21][N:20]([CH2:32][C:33]2[N:37]([CH3:38])[CH:36]=[N:35][N:34]=2)[CH2:19][CH2:18]1)(=[O:16])=[O:15])[CH3:13] |f:0.1.2,3.4,5.6|. Reported procedure: In methanol (6 ml) were dissolved 1-[(2R,3R)-3-(2,4-difluorophenyl)-3-hydroxy-4-(1H-1,2,4-triazol-1-yl)-2-butylsulfonyl]piperazine-dihydrochloride (Compound 20, 0.40 g) and 3-chloromethyl-4-methyl-4H1,2,4-triazole.hydrochloride (255 mg). To the solution was added 1N-methanol solution of sodium methylate (3.69 ml), and the mixture was heated at 70° C. for 14 hours, then the reaction mixture was concentrated. The concentrate was dissolved in dichloromethane (30 ml), washed with water, dried and co... Reactants: COC1=CC=C(C(C2=CC=C(C=C2)OC)=NO)C=C1 (4,4'-dimethoxybenzophenone oxime), C(C)(=O)[O-].[NH4+] (ammonium acetate), C(#N)[BH3-].[Na+] (sodium cyanoborohydride). Reagents/catalysts: [Cl-].[Cl-].[Cl-].[Ti+3] (titanium trichloride). Yields the product COC1=CC=C(C(C2=CC=C(C=C2)OC)N)C=C1 (4,4'-Dimethoxybenzhydrylamine). The yield is 80.8%. As a reaction SMILES: [CH3:1][O:2][C:3]1[CH:19]=[CH:18][C:6]([C:7](=[N:16]O)[C:8]2[CH:13]=[CH:12][C:11]([O:14][CH3:15])=[CH:10][CH:9]=2)=[CH:5][CH:4]=1.C([O-])(=O)C.[NH4+].C([BH3-])#N.[Na+]>[Cl-].[Cl-].[Cl-].[Ti+3]>[CH3:15][O:14][C:11]1[CH:12]=[CH:13][C:8]([CH:7]([NH2:16])[C:6]2[CH:18]=[CH:19][C:3]([O:2][CH3:1])=[CH:4][CH:5]=2)=[CH:9][CH:10]=1 |f:1.2,3.4,5.6.7.8|. Reported procedure: Following a procedure similar to that described in Preparation 12, but using 10.7 g of 4,4'-dimethoxybenzophenone oxime, 33.9 g of ammonium acetate, 7.46 g of sodium cyanoborohydride, and 79 ml of a 17-19% by volume aqueous solution of titanium trichloride, 8.18 g of the title compound were obtained, as an oily substance. Reactants: NC1=NNC=C1C(=O)C=1OC=CC1 ((3-amino-1H-pyrazol-4-yl)-2-furanylmethanone), COC(CC(OC)OC)OC (malonaldehyde bis(dimethyl acetal)), C(C)(=O)O (acetic acid). The product is O1C(=CC=C1)C1=NN2C(N=CC=C2)=C1C=O (2-furanylpyrazolo[1,5-a]pyrimidin-3-yl-methanone). Reaction SMILES: [NH2:1][C:2]1[C:6]([C:7]([C:9]2[O:10][CH:11]=[CH:12][CH:13]=2)=O)=[CH:5][NH:4][N:3]=1.CO[CH:16](OC)[CH2:17][CH:18](OC)OC.C(O)(=[O:27])C>>[O:10]1[CH:11]=[CH:12][CH:13]=[C:9]1[C:7]1[C:6]([CH:5]=[O:27])=[C:2]2[N:1]=[CH:16][CH:17]=[CH:18][N:3]2[N:4]=1. Procedure: A mixture of 7.08 g of (3-amino-1H-pyrazol-4-yl)-2-furanylmethanone (prepared as described in U.S. Pat. appliction Ser. No. 612,811, filed May 24, 1984), 8.20 g of malonaldehyde bis(dimethyl acetal) and 100 ml of glacial acetic acid was heated at reflux for 8 hours. The solvent was evaporated and the solid was worked up as described in Example 50 to give 4.92 g of 2-furanylpyrazolo[1,5-a]pyrimidin-3-yl-methanone, mp 222°-224° C. Reactants: CS(=O)(=O)Cl (methanesulfonyl chloride), ClC=1C=C(C=CC1Cl)N1C(C(N(CC1)CC[C@H](CO)O)=O)C (4-(3,4-dichloro-phenyl)-1-((R)-3,4-dihydroxy-butyl)-3-methyl-piperazin-2-one), CC1=NC(=CC(=C1)C)C (2,4,6-trimethylpyridine). Solvent: CC(=O)N(C)C (DMA), CC(=O)N(C)C (DMA). The product is ClC=1C=C(C=CC1Cl)N1C(C(N(CC1)CC[C@H](COS(=O)(=O)C)O)=O)C (methanesulfonic acid (R)-4-[4-(3,4-dichloro-phenyl)-3-methyl-2-oxo-piperazin-1-yl]-2-hydroxy-butyl ester). The yield is 129.8%. RXN SMILES: [CH3:1][S:2](Cl)(=[O:4])=[O:3].[Cl:6][C:7]1[CH:8]=[C:9]([N:14]2[CH2:19][CH2:18][N:17]([CH2:20][CH2:21][C@@H:22]([OH:25])[CH2:23][OH:24])[C:16](=[O:26])[CH:15]2[CH3:27])[CH:10]=[CH:11][C:12]=1[Cl:13].CC1C=C(C)C=C(C)N=1>CC(N(C)C)=O>[Cl:6][C:7]1[CH:8]=[C:9]([N:14]2[CH2:19][CH2:18][N:17]([CH2:20][CH2:21][C@@H:22]([OH:25])[CH2:23][O:24][S:2]([CH3:1])(=[O:4])=[O:3])[C:16](=[O:26])[CH:15]2[CH3:27])[CH:10]=[CH:11][C:12]=1[Cl:13]. Procedure: A solution of methanesulfonyl chloride (53 mg, 0.46 mmol) in DMA (0.5 mL) was added at 0° C. to a solution of 4-(3,4-dichloro-phenyl)-1-((R)-3,4-dihydroxy-butyl)-3-methyl-piperazin-2-one (160 mg, 0.46 mmol) and 2,4,6-trimethylpyridine (279 mg, 2.30 mmol) in DMA (2 mL), then after 2½ h the reaction mixture was partitioned between EtOAc and sat. aq. NaHCO3 solution. The organic layer was washed with brine, dried (MgSO4), filtered, and evaporated to afford crude methanesulfonic acid (R)-4-[4-(3,4-d... The reactants are Cc1nc(C)c(CNC2CCN(C(=O)OC(C)(C)C)CC2)s1, CC(=O)O[BH-](OC(C)=O)OC(C)=O, CC(=O)O, O=CC1CC1, ClCCCl, [Na+], [Na+], [OH-]. The product is Cc1nc(C)c(C(CC2CC2)NC2CCN(C(=O)OC(C)(C)C)CC2)s1. As a reaction SMILES: [C:15]([CH3:16])([CH3:17])([CH3:18])[O:19][C:20](=[O:21])[N:22]1[CH2:23][CH2:24][CH:25]([NH:28][CH2:29][c:30]2[c:31]([CH3:36])[n:32][c:33]([CH3:35])[s:34]2)[CH2:26][CH2:27]1.[C:1]([O:2][BH-:3]([O:4][C:5](=[O:6])[CH3:7])[O:8][C:9](=[O:10])[CH3:11])(=[O:12])[CH3:13].[CH3:42][C:43](=[O:44])[OH:45].[CH:37]1([CH:40]=[O:41])[CH2:38][CH2:39]1.[Cl:48][CH2:49][CH2:50][Cl:51].[Na+:14].[Na+:47].[OH-:46]>>[C:15]([CH3:16])([CH3:17])([CH3:18])[O:19][C:20](=[O:21])[N:22]1[CH2:23][CH2:24][CH:25]([NH:28][CH:29]([c:30]2[c:31]([CH3:36])[n:32][c:33]([CH3:35])[s:34]2)[CH2:40][CH:37]2[CH2:38][CH2:39]2)[CH2:26][CH2:27]1. Reactants: CC(C)(C)OC(=O)N1CCN(CCO[Si](C)(C)C(C)(C)C)C(=O)C1, CCCC[N+](CCCC)(CCCC)CCCC, [F-], C1CCOC1. Product: CC(C)(C)OC(=O)N1CCN(CCO)C(=O)C1. As a reaction SMILES: [C:1]([CH3:2])([CH3:3])([CH3:4])[O:5][C:6](=[O:7])[N:8]1[CH2:9][C:10](=[O:24])[N:11]([CH2:14][CH2:15][O:16][Si:17]([C:18]([CH3:19])([CH3:20])[CH3:21])([CH3:22])[CH3:23])[CH2:12][CH2:13]1.[CH3:26][CH2:27][CH2:28][CH2:29][N+:30]([CH2:31][CH2:32][CH2:33][CH3:34])([CH2:35][CH2:36][CH2:37][CH3:38])[CH2:39][CH2:40][CH2:41][CH3:42].[F-:25].[O:43]1[CH2:44][CH2:45][CH2:46][CH2:47]1>>[C:1]([CH3:2])([CH3:3])([CH3:4])[O:5][C:6](=[O:7])[N:8]1[CH2:9][C:10](=[O:24])[N:11]([CH2:14][CH2:15][OH:16])[CH2:12][CH2:13]1. Reactants: N#Cc1cc(F)c(Cl)cc1F, [H-], [N-]=[N+]=NCC(O)c1ccccc1, [Na+], CN(C)C=O, O. Product: N#Cc1cc(F)c(Cl)cc1OC(CN=[N+]=[N-])c1ccccc1. As a reaction SMILES: [Cl:13][c:14]1[cH:15][c:16]([F:23])[c:17]([C:18]#[N:19])[cH:20][c:21]1[F:22].[H-:24].[N:1](=[N+:2]=[N-:3])[CH2:4][CH:5]([OH:6])[c:7]1[cH:8][cH:9][cH:10][cH:11][cH:12]1.[Na+:25].[O:27]=[CH:28][N:29]([CH3:30])[CH3:31].[OH2:26]>>[N:1](=[N+:2]=[N-:3])[CH2:4][CH:5]([O:6][c:16]1[cH:15][c:14]([Cl:13])[c:21]([F:22])[cH:20][c:17]1[C:18]#[N:19])[c:7]1[cH:8][cH:9][cH:10][cH:11][cH:12]1. Reactants: BrC1=C(C=C(C=C1)O)C (4-bromo-3-methylphenol), [H-].[Na+] (NaH), O (water), CN(C(=S)Cl)C (dimethylthiocarbamoyl chloride). Solvent: CN(C)C=O (DMF), CN(C)C=O (DMF). Run at temperature 0 celsius, time 45 minute. Product: CN(C(OC1=CC(=C(C=C1)Br)C)=S)C (O-4-bromo-3-methylphenyl dimethylcarbamothioate). Yield: 57.5%. Reaction SMILES: [Br:1][C:2]1[CH:7]=[CH:6][C:5]([OH:8])=[CH:4][C:3]=1[CH3:9].[H-].[Na+].[CH3:12][N:13]([CH3:17])[C:14](Cl)=[S:15].O>CN(C=O)C>[CH3:12][N:13]([CH3:17])[C:14](=[S:15])[O:8][C:5]1[CH:6]=[CH:7][C:2]([Br:1])=[C:3]([CH3:9])[CH:4]=1 |f:1.2|. Procedure details: A solution of 4-bromo-3-methylphenol (8.15 g, 43.6 mmol) in DMF (250 mL) at RT was treated with a suspension of NaH (1.25 g, 52.3 mmol) in 10 mL of DMF. After 15 minutes the solution was cooled to 0° C. and dimethylthiocarbamoyl chloride (8.08 g, 65.4 mmol) was added. The reaction mixture was warmed up to 80° C. and stirred for 45 minutes. After cooling to RT, the mixture was poured into water (1 L). The aqueous layer was extracted with EtOAc (3×200 mL). The combined organic layers were dried ov...